The task is: describe an organic reaction: reactants, conditions, products, and yield. This data is from the Open Reaction Database (ORD), a public repository of structured organic reaction records. Reactants: Cl.C1=CC=CC=2C3=CC(=C4C=CC=CC4=C3C=CC12)CNC(CO)(CO)C (2-((6-Chrysenylmethyl)amino)-2-methyl-1,3-propanediol hydrochloride), C(C)(=O)Cl (acetylchloride), C1CCOC1 (THF). Yields the product C(C)(=O)OCC(COC(C)=O)(C)NCC=1C=C2C=3C=CC=CC3C=CC2=C2C=CC=CC12 (2-((6-chrysenylmethyl)amino)-2-methyl-1,3-propanediol diacetate). Yield: 65.2%. RXN SMILES: Cl.[CH:2]1[C:19]2[CH:18]=[CH:17][C:16]3[C:7](=[CH:8][C:9]([CH2:20][NH:21][C:22]([CH3:27])([CH2:25][OH:26])[CH2:23][OH:24])=[C:10]4[C:15]=3[CH:14]=[CH:13][CH:12]=[CH:11]4)[C:6]=2[CH:5]=[CH:4][CH:3]=1.[C:28](Cl)(=[O:30])[CH3:29].C1C[O:35][CH2:34][CH2:33]1>>[C:28]([O:26][CH2:25][C:22]([NH:21][CH2:20][C:9]1[CH:8]=[C:7]2[C:16](=[C:15]3[C:10]=1[CH:11]=[CH:12][CH:13]=[CH:14]3)[CH:17]=[CH:18][C:19]1[CH:2]=[CH:3][CH:4]=[CH:5][C:6]2=1)([CH3:27])[CH2:23][O:24][C:34](=[O:35])[CH3:33])(=[O:30])[CH3:29] |f:0.1|. Procedure details: A mixture of 2-((6-chrysenylmethyl)amino)-2-methyl-1,3-propanediol hydrochloride (1B, 5.0 g, 13.1 mmol) and acetylchloride (Aldrich, 5.0 mL, 70.3 mmol) was refluxed in dry THF (200 mL) under N2 for 12 h. The reaction mixture was poured into a satd. NaHCO3 solution (500 mL) and extracted with EtOAc (3×500 mL). The EtOAc layes were combined, dried (K2CO3) and filtered to give a slightly yellow liquid. The solvent was removed to give an off-white solid. This was recrystallized 3× from PhCH3 /hexane...